Dataset: the Open Reaction Database (ORD), a public repository of structured organic reaction records. Task: describe an organic reaction: reactants, conditions, products, and yield Starting materials: Cc1nc(CO)ccc1OCc1ccccc1, Cc1nc(CO)ccc1OCc1ccccc1, ClC(Cl)Cl, Cl. Yields the product Cc1nc(C=O)ccc1OCc1ccccc1. As a reaction SMILES: [CH2:19]([O:20][c:21]1[c:22]([CH3:23])[n:24][c:25]([CH2:26][OH:27])[cH:28][cH:29]1)[c:30]1[cH:31][cH:32][cH:33][cH:34][cH:35]1.[CH2:1]([c:2]1[cH:3][cH:4][cH:5][cH:6][cH:7]1)[O:8][c:9]1[c:10]([CH3:17])[n:11][c:12]([CH2:15][OH:16])[cH:13][cH:14]1.[CH:36]([Cl:37])([Cl:38])[Cl:39].[ClH:18]>>[CH2:1]([c:2]1[cH:3][cH:4][cH:5][cH:6][cH:7]1)[O:8][c:9]1[c:10]([CH3:17])[n:11][c:12]([CH:15]=[O:16])[cH:13][cH:14]1. Procedure: The procedure for the synthesis of example 1a, 1-(4-Benzyl-morpholin-2-yl)-2-(2-methoxy-phenyl)-1-phenyl-ethanol, was followed using commercially available 2-bromobenzylmagnesium bromide (available from Rieke-Metals) as starting material and making non-critical variations, to yield the title compound. FIA [M+H]+=452/454. Reactants: C(C1=CC=CC=C1)N1CC(OCC1)C(CC1=C(C=CC=C1)OC)(O)C1=CC=CC=C1 (1-(4-Benzyl-morpholin-2-yl)-2-(2-methoxy-phenyl)-1-phenyl-ethanol), BrC1=C(C[Mg]Br)C=CC=C1 (2-bromobenzylmagnesium bromide). Reaction SMILES: [CH2:1]([N:8]1[CH2:13][CH2:12][O:11][CH:10]([C:14]([C:25]2[CH:30]=[CH:29][CH:28]=[CH:27][CH:26]=2)([OH:24])[CH2:15][C:16]2[CH:21]=[CH:20][CH:19]=[CH:18][C:17]=2OC)[CH2:9]1)[C:2]1[CH:7]=[CH:6][CH:5]=[CH:4][CH:3]=1.[Br:31]C1C=CC=CC=1C[Mg]Br>>[CH2:1]([N:8]1[CH2:13][CH2:12][O:11][CH:10]([C:14]([C:25]2[CH:30]=[CH:29][CH:28]=[CH:27][CH:26]=2)([OH:24])[CH2:15][C:16]2[CH:21]=[CH:20][CH:19]=[CH:18][C:17]=2[Br:31])[CH2:9]1)[C:2]1[CH:7]=[CH:6][CH:5]=[CH:4][CH:3]=1. Product: C(C1=CC=CC=C1)N1CC(OCC1)C(CC1=C(C=CC=C1)Br)(O)C1=CC=CC=C1 (1-(4-Benzyl-morpholin-2-yl)-2-(2-bromo-phenyl)-1-phenyl-ethanol). Reactants: ClC1=C(C(=O)N=C=O)C=CC=C1 (2-chlorobenzoylisocyanate), ClC1=C(C=C(N)C=C1)C(F)(F)F (4-chloro-3-trifluoromethylaniline). The solvent is C1(=CC=CC=C1)C (toluene), C1(=CC=CC=C1)C (toluene). Conditions: temperature 40 celsius, time 1 hour. Yields the product ClC1=C(C=C(C=C1)NC(=O)NC(C1=C(C=CC=C1)Cl)=O)C(F)(F)F (N-(4-chloro-3-trifluoromethylphenyl)-N'-(2-chlorobenzoyl)-urea). RXN SMILES: [Cl:1][C:2]1[CH:12]=[CH:11][CH:10]=[CH:9][C:3]=1[C:4]([N:6]=[C:7]=[O:8])=[O:5].[Cl:13][C:14]1[CH:20]=[CH:19][C:17]([NH2:18])=[CH:16][C:15]=1[C:21]([F:24])([F:23])[F:22]>C1(C)C=CC=CC=1>[Cl:13][C:14]1[CH:20]=[CH:19][C:17]([NH:18][C:7]([NH:6][C:4](=[O:5])[C:3]2[CH:9]=[CH:10][CH:11]=[CH:12][C:2]=2[Cl:1])=[O:8])=[CH:16][C:15]=1[C:21]([F:22])([F:23])[F:24]. Procedure details: A solution of 18.2 g (0.1 mole) of 2-chlorobenzoylisocyanate in 50 ml of toluene was added dropwise at 40° C to 19.5 g (0.1 mole) of 4-chloro-3-trifluoromethylaniline in 200 ml of toluene. The batch was stirred for 1 hour at 40° C. After cooling, the product which had precipitated was filtered off and washed first with toluene and then with petroleum ether. After drying, 21.0 g (55% of theory) of analytically pure N-(4-chloro-3-trifluoromethylphenyl)-N'-(2-chlorobenzoyl)-urea of melting point 16... Reactants: CCN=C=NCCCN(C)C, CS(=O)(=O)c1ccc(Oc2cc(OC3CCOCC3)c3[nH]c(C4=NCC(CC(=O)O)S4)cc3c2)cn1, CN(C)C=O, Cl, CC(C)(O)CN, O, O, On1nnc2ccccc21. RXN SMILES: [CH2:49]([N:50]=[C:51]=[N:52][CH2:53][CH2:54][CH2:55][N:56]([CH3:57])[CH3:58])[CH3:59].[CH3:1][S:2](=[O:3])(=[O:4])[c:5]1[cH:6][cH:7][c:8]([O:11][c:12]2[cH:13][c:14]3[cH:15][c:16]([C:28]4=[N:32][CH2:31][CH:30]([CH2:33][C:34](=[O:35])[OH:36])[S:29]4)[nH:17][c:18]3[c:19]([O:21][CH:22]3[CH2:23][CH2:24][O:25][CH2:26][CH2:27]3)[cH:20]2)[cH:9][n:10]1.[CH3:66][N:67]([CH3:68])[CH:69]=[O:70].[ClH:48].[NH2:60][CH2:61][C:62]([CH3:63])([OH:64])[CH3:65].[OH2:37].[OH2:71].[OH:38][n:39]1[c:40]2[cH:41][cH:42][cH:43][cH:44][c:45]2[n:46][n:47]1>>[CH3:1][S:2](=[O:3])(=[O:4])[c:5]1[cH:6][cH:7][c:8]([O:11][c:12]2[cH:13][c:14]3[cH:15][c:16]([C:28]4=[N:32][CH2:31][CH:30]([CH2:33][C:34](=[O:36])[NH:60][CH2:61][C:62]([CH3:63])([OH:64])[CH3:65])[S:29]4)[nH:17][c:18]3[c:19]([O:21][CH:22]3[CH2:23][CH2:24][O:25][CH2:26][CH2:27]3)[cH:20]2)[cH:9][n:10]1. Product: CC(C)(O)CNC(=O)CC1CN=C(c2cc3cc(Oc4ccc(S(C)(=O)=O)nc4)cc(OC4CCOCC4)c3[nH]2)S1. The reactants are N[C@@H](CC(O)=O)C(=O)N[C@@H](CC1=CC=CC=C1)C(=O)O (α-L-aspartyl-L-phenylalanine), CO (methanol). The solvent is O (water), Cl (hydrogen chloride). Run at time 48 hour. Yields the product hydrogen chloride salt, COC([C@@H](NC([C@@H](N)CC(O)=O)=O)CC1=CC=CC=C1)=O (α-L-aspartyl-L-phenylalanine methyl ester). As a reaction SMILES: [NH2:1][C@H:2]([C:7]([NH:9][C@H:10]([C:18]([OH:20])=[O:19])[CH2:11][C:12]1[CH:17]=[CH:16][CH:15]=[CH:14][CH:13]=1)=[O:8])[CH2:3][C:4](=[O:6])[OH:5].[CH3:21]O>O.Cl>[CH3:21][O:19][C:18](=[O:20])[C@H:10]([CH2:11][C:12]1[CH:17]=[CH:16][CH:15]=[CH:14][CH:13]=1)[NH:9][C:7](=[O:8])[C@H:2]([CH2:3][C:4](=[O:5])[OH:6])[NH2:1]. Procedure: The α-L-aspartyl-L-phenylalanine (20 g, 0.071 mole) is dissolved in the mixture of water (12.2 ml) and methanol (9.5 ml) and concentrated hydrogen chloride (26 ml) is added while stirring for 48 hours at room temperature to obtain as a precipitate the hydrogen chloride salt of α-L-aspartyl-L-phenylalanine methyl ester (20.3 g, 0.055 mole). After filtration, the cake of precipitate is dissolved in 355 ml of water. Then, the mixture is adjusted to a pH of 4.8 with 50% caustic solution (3.8 ml) and...